Dataset: the Open Reaction Database (ORD), a public repository of structured organic reaction records. Task: describe an organic reaction: reactants, conditions, products, and yield The reactants are C(C)OC(=O)N1CCC2(CC(C(O2)CC)=O)CC1 (8-Ethoxycarbonyl-2-ethyl-l-oxa-8-azaspiro[4.5] decan-3-one), COCCO[AlH2-]OCCOC.[Na+] (Vitride), COCCO[AlH2-]OCCOC.[Na+] (Vitride), ketal, C(=O)([O-])[O-].[Na+].[Na+] (Na2CO3), C(CO)O (Ethylene glycol), ketal. Reagents/catalysts: C1(=CC=C(C=C1)S(=O)(=O)O)C (p-toluenesulfonic acid). Solvent: C1(=CC=CC=C1)C (toluene), O (water), C1CCOC1 (THF), C1CCOC1 (THF). Run at time 3 hour. Yields the product C(C)C1OC2(CC1=O)CCN(CC2)C (2-Ethyl-8-methyl-1-oxa-8-azaspiro[4.5]decan-3-one). The yield is 80.3%. RXN SMILES: C(O[C:4]([N:6]1[CH2:18][CH2:17][C:9]2([O:13][CH:12]([CH2:14][CH3:15])[C:11](=[O:16])[CH2:10]2)[CH2:8][CH2:7]1)=O)C.C(O)CO.COCCO[AlH2-]OCCOC.[Na+].C([O-])([O-])=O.[Na+].[Na+]>C1(C)C=CC=CC=1.C1COCC1.C1(C)C=CC(S(O)(=O)=O)=CC=1.O>[CH2:14]([CH:12]1[C:11](=[O:16])[CH2:10][C:9]2([CH2:8][CH2:7][N:6]([CH3:4])[CH2:18][CH2:17]2)[O:13]1)[CH3:15] |f:2.3,4.5.6|. Reported procedure: The crude 2-ethyl ketone (18.7 g) from step (a) was dissolved in 350 ml of toluene under a nitrogen atmosphere. Ethylene glycol (35 ml) and p-toluenesulfonic acid (0.75 g) were added and the reaction was heated at reflux. A Dean & Stark apparatus was used to remove the water. After 3 hrs. the reaction was cooled with an ice-bath and the toluene layer was washed with cold water. The aqueous layer was back extracted with chloroform and the combined organic layers were dried and evaporated to give ... Starting materials: Cl.N(N)C1=CC=C(C=C1)CCO (2-(4-hydrazinophenyl)ethanol hydrochloride), ClC(C(C)=O)C(C)=O (3-chloropentane-2,4-dione). Yields the product ClC=1C(=NN(C1C)C1=CC=C(C=C1)CCO)C (2-[4-(4-chloro-3,5-dimethyl-1H-pyrazol-1-yl)phenyl]ethanol). RXN SMILES: Cl.[NH:2]([C:4]1[CH:9]=[CH:8][C:7]([CH2:10][CH2:11][OH:12])=[CH:6][CH:5]=1)[NH2:3].[Cl:13][CH:14]([C:18](=O)[CH3:19])[C:15](=O)[CH3:16]>>[Cl:13][C:14]1[C:15]([CH3:16])=[N:3][N:2]([C:4]2[CH:5]=[CH:6][C:7]([CH2:10][CH2:11][OH:12])=[CH:8][CH:9]=2)[C:18]=1[CH3:19] |f:0.1|. Reported procedure: The title compound was prepared according to the procedure described in step 1 of Example 1 from 2-(4-hydrazinophenyl)ethanol hydrochloride and 3-chloropentane-2,4-dione: MS (ESI) m/z 251 [M+H]+, 1H-NMR (CDCl3) δ 7.32-7.25 (4H, m), 3.76 (2H, t, J=6.7 Hz), 2.85 (2H, t, J=6.7 Hz), 2.32 (1H, br.s), 2.28 (3H, s), 2.27 (3H, s). The reactants are ClC1=C(C(=CC=C1F)Cl)[C@@H](C)C1=CNC2=NC=C(C=C21)C=2CNCCC2 (3-[(S)-1-(2,6-Dichloro-3-fluorophenyl)ethyl]-5-(1,2,5,6-tetrahydropyridin-3-yl)-1H-pyrrolo[2,3-b]pyridine), [Si](C)(C)(C)N=C=O (TMS isocyanate), CO (MeOH). Run in C(Cl)Cl (DCM), C(Cl)Cl (DCM). Run at temperature 0 celsius, time 30 minute. Yields the product ClC1=C(C(=CC=C1F)Cl)[C@@H](C)C1=CNC2=NC=C(C=C21)C2=CCCN(C2)C(=O)N (5-{3-[(S)-1-(2,6-Dichloro-3-fluorophenyl)ethyl]-1H-pyrrolo[2,3-b]pyridin-5-yl}-3,6-dihydro-2H-pyridine-1-carboxamide). As a reaction SMILES: [Cl:1][C:2]1[C:7]([F:8])=[CH:6][CH:5]=[C:4]([Cl:9])[C:3]=1[C@H:10]([C:12]1[C:20]2[C:15](=[N:16][CH:17]=[C:18]([C:21]3[CH2:22][NH:23][CH2:24][CH2:25][CH:26]=3)[CH:19]=2)[NH:14][CH:13]=1)[CH3:11].[Si]([N:31]=[C:32]=[O:33])(C)(C)C.CO>C(Cl)Cl>[Cl:1][C:2]1[C:7]([F:8])=[CH:6][CH:5]=[C:4]([Cl:9])[C:3]=1[C@H:10]([C:12]1[C:20]2[C:15](=[N:16][CH:17]=[C:18]([C:21]3[CH2:22][N:23]([C:32]([NH2:31])=[O:33])[CH2:24][CH2:25][CH:26]=3)[CH:19]=2)[NH:14][CH:13]=1)[CH3:11]. Reported procedure: A solution of 3-[(S)-1-(2,6-Dichloro-3-fluorophenyl)ethyl]-5-(1,2,5,6-tetrahydropyridin-3-yl)-1H-pyrrolo[2,3-b]pyridine (0.0030 g, 0.0077 mmol) in DCM (0.5 mL) was added a drop of TMS isocyanate. The reaction was stirred at 0° C. for 30 min. The solution was directly loaded onto Prep TLC (20×20 cm, silica gel, 5% MeOH in DCM) to afford the desired product. 1H-NMR (CD3OD, 400 MHz): δ=1.87 (d, J=7.1 Hz, 3 H), 2.22-2.44 (m, 2 H), 3.46-3.57 (m, 2H), 4.11-4.20 (m, 2 H), 5.27 (d, J=7.3 Hz, 1 H), 6.00 ... Reactants: N1[C@H](CCCC1)C(=O)N ((2R)-2-piperidinecarboxamide), C1CC1C(C#N)O (cyclopropylcarboxaldehye). Yields the product C1(CC1)CN1C(CCCC1)C(=O)N (1-(Cyclopropylmethyl)-2-piperidinecarboxamide), N (ammonia), product. Isolated yield 44.0%. As a reaction SMILES: [NH:1]1[CH2:6][CH2:5][CH2:4][CH2:3][C@@H:2]1[C:7]([NH2:9])=[O:8].[CH2:10]1[CH:12]([CH:13](O)C#[N:15])[CH2:11]1>>[CH:12]1([CH2:13][N:1]2[CH2:6][CH2:5][CH2:4][CH2:3][CH:2]2[C:7]([NH2:9])=[O:8])[CH2:10][CH2:11]1.[NH3:15]. Procedure details: The title compound was prepared by a similar method to preparation 57 from (2R)-2-piperidinecarboxamide [see preparation 68] and cyclopropylcarboxaldehye. The crude compound was purified by column chromatography on silica gel using dichloromethane:methanol:0.88 ammonia (92:7:1) as the eluant to afford the product as a white solid, (44%). Reported procedure: 9.9 g of ethane 1,2-dithiol are added to 18.6 g of 2-chloro-5-nitrobenzaldehyde and 0.5 g of p-toluenesulfonic acid in 250 ml of toluene and the mixture is refluxed for 5 hours under a water separator. After the mixture has been cooled, the solvent is removed, the residue is stirred with petroleum ether and the product is filtered off and dried. 25.5 g of 4-chloro-3-(1,3-dithio-lan-2-yl)-nitrobenzene (mp. 130-131° C.) are obtained. Yield: 97.2%. The product is ClC1=C(C=C(C=C1)[N+](=O)[O-])C1SCCS1 (4-chloro-3-(1,3-dithio-lan-2-yl)-nitrobenzene). Reagents/catalysts: C1(=CC=C(C=C1)S(=O)(=O)O)C (p-toluenesulfonic acid). The reactants are C(CS)S (ethane 1,2-dithiol), ClC1=C(C=O)C=C(C=C1)[N+](=O)[O-] (2-chloro-5-nitrobenzaldehyde). Reaction SMILES: [CH2:1]([SH:4])[CH2:2][SH:3].[Cl:5][C:6]1[CH:13]=[CH:12][C:11]([N+:14]([O-:16])=[O:15])=[CH:10][C:7]=1[CH:8]=O>C1(C)C=CC=CC=1.C1(C)C=CC(S(O)(=O)=O)=CC=1>[Cl:5][C:6]1[CH:13]=[CH:12][C:11]([N+:14]([O-:16])=[O:15])=[CH:10][C:7]=1[CH:8]1[S:4][CH2:1][CH2:2][S:3]1. Solvent: C1(=CC=CC=C1)C (toluene). Starting materials: C1(=CC=CC=C1)S(=O)(=O)NN (Benzenesulfonyl hydrazine), C(#N)C1=CC=C(C=O)C=C1 (p-Cyanobenzaldehyde), NN (hydrazine). The solvent is C(C)O (ethanol), C(C)O (ethanol). The product is C1(=CC=CC=C1)S(=O)(=O)NN=CC1=CC=C(C=C1)C#N (p-Cyanobenzaldehyde Benzenesulfonylhydrazone). Reaction SMILES: [C:1]1([S:7]([NH:10][NH2:11])(=[O:9])=[O:8])[CH:6]=[CH:5][CH:4]=[CH:3][CH:2]=1.[C:12]([C:14]1[CH:21]=[CH:20][C:17]([CH:18]=O)=[CH:16][CH:15]=1)#[N:13].NN>C(O)C>[C:1]1([S:7]([NH:10][N:11]=[CH:18][C:17]2[CH:20]=[CH:21][C:14]([C:12]#[N:13])=[CH:15][CH:16]=2)(=[O:8])=[O:9])[CH:2]=[CH:3][CH:4]=[CH:5][CH:6]=1. Procedure: Benzenesulfonyl hydrazine (20.5 g, 0.12 mole) was dissolved by warming in 110 ml absolute ethanol. p-Cyanobenzaldehyde (15.6 g, 0.12 mole) was separately dissolved in 50 ml of hot ethanol and added to the hydrazine solution. The resulting slurry was refluxed 0.5 hour, cooled and filtered to yield 28.1 g; m.p. 209°-213°. Recrystallization from CH3CN gave purified title product: 23.7 g; m.p. 210°-213°.